describe an organic reaction: reactants, conditions, products, and yield From a dataset of the Open Reaction Database (ORD), a public repository of structured organic reaction records. The reactants are CCCBr, COC(=O)Nc1nc2cc(S(=O)(=O)O)ccc2[nH]1, [Cl-], Cl, Cl. Yields the product CCCSc1ccc2[nH]c(NC(=O)OC)nc2c1. RXN SMILES: [CH2:22]([CH2:23][CH3:24])[Br:25].[CH3:4][O:5][C:6](=[O:7])[NH:8][c:9]1[n:10][c:11]2[c:12]([nH:13]1)[cH:14][cH:15][c:16]([S:18]([OH:19])(=[O:20])=[O:21])[cH:17]2.[Cl-:3].[ClH:1].[ClH:2]>>[CH3:4][O:5][C:6](=[O:7])[NH:8][c:9]1[n:10][c:11]2[c:12]([nH:13]1)[cH:14][cH:15][c:16]([S:18][CH2:22][CH2:23][CH3:24])[cH:17]2. Starting materials: Cupric chloride, FC1=CC=C(N)C=C1 (4-Fluoroaniline), ClC1=C(C(=O)O)C=CC=C1 (2-chlorobenzoic acid), C([O-])([O-])=O.[Na+].[Na+] (sodium carbonate), C (charcoal). The solvent is O (water), C(CO)O (ethylene glycol), O (water). Reaction conditions: temperature 125 celsius. The product is FC1=CC=C(C=C1)NC=1C(C(=O)O)=CC=CC1 (N-(4-fluorophenyl)anthranilic acid). The yield is 37.3%. RXN SMILES: [F:1][C:2]1[CH:8]=[CH:7][C:5]([NH2:6])=[CH:4][CH:3]=1.Cl[C:10]1[CH:18]=[CH:17][CH:16]=[CH:15][C:11]=1[C:12]([OH:14])=[O:13].C(=O)([O-])[O-].[Na+].[Na+].C>O.C(O)CO>[F:1][C:2]1[CH:8]=[CH:7][C:5]([NH:6][C:10]2[C:11](=[CH:15][CH:16]=[CH:17][CH:18]=2)[C:12]([OH:14])=[O:13])=[CH:4][CH:3]=1 |f:2.3.4|. Reported procedure: 4-Fluoroaniline (1.86 gm; 20 mmol), 2-chlorobenzoic acid (1.56 gm; 10 mmol), ethylene glycol (5 ml) and anhydrous sodium carbonate (1.1 gm; 10 mmol) were placed in a reaction vessel and stirred until effervescence ceased. Cupric chloride (100 mg; 0.75 mmol) dissolved in 2 ml of water was added to the reaction mixture which was then heated to 125° C. for 6 hrs. The reaction was allowed to cool and water (30 ml) and charcoal were added. The mixture was filtered and then acidified to pH 2 with conc...